Task: describe an organic reaction: reactants, conditions, products, and yield. Dataset: the Open Reaction Database (ORD), a public repository of structured organic reaction records Reactants: NC1=CN=C(C(=N1)C#N)C1=C(C=C(C=C1)B1OC(C(O1)(C)C)(C)C)F (6-amino-3-(2-fluoro-4-(4,4,5,5-tetramethyl-1,3,2-dioxaborolan-2-yl)phenyl)pyrazine-2-carbonitrile), BrC1=C(C=CC=C1)S(=O)(=O)N1CCS(CC1)(=O)=O (4-((2-bromophenyl)sulfonyl)thiomorpholine 1,1-dioxide). The product is NC1=CN=C(C(=N1)C#N)C1=C(C=C(C=C1)C1=C(C=CC=C1)S(=O)(=O)N1CCS(CC1)(=O)=O)F (6-Amino-3-{2′-[(1,1-dioxidothiomorpholin-4-yl)sulfonyl]-3-fluorobiphenyl-4-yl}pyrazine-2-carbonitrile). As a reaction SMILES: [NH2:1][C:2]1[N:7]=[C:6]([C:8]#[N:9])[C:5]([C:10]2[CH:15]=[CH:14][C:13](B3OC(C)(C)C(C)(C)O3)=[CH:12][C:11]=2[F:25])=[N:4][CH:3]=1.Br[C:27]1[CH:32]=[CH:31][CH:30]=[CH:29][C:28]=1[S:33]([N:36]1[CH2:41][CH2:40][S:39](=[O:43])(=[O:42])[CH2:38][CH2:37]1)(=[O:35])=[O:34]>>[NH2:1][C:2]1[N:7]=[C:6]([C:8]#[N:9])[C:5]([C:10]2[CH:15]=[CH:14][C:13]([C:27]3[CH:32]=[CH:31][CH:30]=[CH:29][C:28]=3[S:33]([N:36]3[CH2:37][CH2:38][S:39](=[O:42])(=[O:43])[CH2:40][CH2:41]3)(=[O:34])=[O:35])=[CH:12][C:11]=2[F:25])=[N:4][CH:3]=1. Procedure: The title compound was prepared using conditions analogous to those used to make Example 6 utilizing 6-amino-3-(2-fluoro-4-(4,4,5,5-tetramethyl-1,3,2-dioxaborolan-2-yl)phenyl)pyrazine-2-carbonitrile and 4-((2-bromophenyl)sulfonyl)thiomorpholine 1,1-dioxide. MS (ESI): mass calcd. for C21H18FN5O4S2, 487.08; m/z found, 488.1 [M+H]+. 1H NMR (600 MHz, DMSO-δ6) δ 8.26 (s, 1H), 8.08 (dd, J=8.0, 1.3, 1H), 7.83-7.77 (m, 1H), 7.73-7.68 (m, 1H), 7.68-7.63 (m, 1H), 7.51 (dd, J=7.6, 1.3, 1H), 7.44 (dd, J=10.... Starting materials: CC[O-].[Na+] (EtONa), C(=O)C1=C(C=C(C#N)C=C1)C (4-formyl-3-methylbenzonitrile), C(C)OC(CCl)=O (chloroacetic acid ethyl ester), O (water). The solvent is C(C)O (ethanol), C1=CC=CC=C1 (benzene). Reaction conditions: time 2 hour. The product is C(#N)C1=CC(=C(C=C1)C1C(O1)C(=O)OCC)C (ethyl 3-(4-cyano-2-methylphenyl)oxirane-2-carboxylate). The yield is 73.5%. RXN SMILES: [CH:1]([C:3]1[CH:10]=[CH:9][C:6]([C:7]#[N:8])=[CH:5][C:4]=1[CH3:11])=[O:2].[CH2:12]([O:14][C:15](=[O:18])[CH2:16]Cl)[CH3:13].CC[O-].[Na+].O>C1C=CC=CC=1.C(O)C>[C:7]([C:6]1[CH:9]=[CH:10][C:3]([CH:1]2[O:2][CH:16]2[C:15]([O:14][CH2:12][CH3:13])=[O:18])=[C:4]([CH3:11])[CH:5]=1)#[N:8] |f:2.3|. Procedure details: A mixture of 4-formyl-3-methylbenzonitrile (1.5 g, 10.3 mmol) and chloroacetic acid ethyl ester (1.2 g, 10 mmol) were dissolved in 60 mL of dry benzene. Freshly prepared EtONa (12.4 mmol) in 8 mL of ethanol was added, and the mixture were stirred at room temperature for 2 hours. The mixture was added water, then extracted with EA, dried over Na2SO4 and distilled off solvent to afford 1.7 g of crude ethyl 3-(4-cyano-2-methylphenyl)oxirane-2-carboxylate. MS m/z: 232 (M+1)+.